This data is from the Open Reaction Database (ORD), a public repository of structured organic reaction records. The task is: describe an organic reaction: reactants, conditions, products, and yield Reactants: C(C)(=O)[O-].[Na+] (Sodium acetate), ON1C(C=2C(C1=O)=CC=CC2)=O (N-hydroxyphthalimide), CS(=O)C (dimethyl sulfoxide), BrCCC(C(=S)OCC)(C)C (ethyl 4-bromo-2-methyl-2-methylthiobutanoate), CS(=O)C (dimethyl sulfoxide). The solvent is C(C)(=O)OCC (ethyl acetate). Conditions: time 2 hour. Product: CC(C(=O)OCC)(CCON1C(C=2C(C1=O)=CC=CC2)=O)SC (ethyl 2-methyl-2-methylthio-4-(phthalimidooxy)butanoate). As a reaction SMILES: C([O-])(=[O:3])C.[Na+].[OH:6][N:7]1[C:11](=[O:12])[C:10]2=[CH:13][CH:14]=[CH:15][CH:16]=[C:9]2[C:8]1=[O:17].Br[CH2:19][CH2:20][C:21]([CH3:28])(C)[C:22]([O:24][CH2:25][CH3:26])=S.[CH3:29][S:30](C)=O>C(OCC)(=O)C>[CH3:28][C:21]([S:30][CH3:29])([CH2:20][CH2:19][O:6][N:7]1[C:8](=[O:17])[C:9]2=[CH:16][CH:15]=[CH:14][CH:13]=[C:10]2[C:11]1=[O:12])[C:22]([O:24][CH2:25][CH3:26])=[O:3] |f:0.1|. Procedure details: Sodium acetate (53.0 g, 0.647 mole) was added to a stirred solution of N-hydroxyphthalimide (95.9 g, 0.588 mole) in dimethyl sulfoxide (600 ml) under a nitrogen atmosphere. The resulting mixture was stirred for two hours at ambient temperature, then ethyl 4-bromo-2-methyl-2-methylthiobutanoate (150.0 g, 0.588 mole) in dimethyl sulfoxide (400 ml) was added. The reaction mixture was heated at 70°-80° C. for four days. Upon cooling, the reaction mixture was poured into crushed ice and stirred. A so... Reactants: BrC1=C(C=CC2=CC=CC=C12)CCCO (1-bromo-2-naphthalenepropanol), O1CCCC=C1 (3,4-dihydro-2H-pyran). The solvent is C(Cl)Cl (CH2Cl2). Product: BrC1=C(C=CC2=CC=CC=C12)CCCOC1=CCCCO1 (6-[3-(1-bromo-2-naphthalenyl)propoxy)-3,4-dihydro-2H-pyran). Isolated yield 95.9%. As a reaction SMILES: [Br:1][C:2]1[C:11]2[C:6](=[CH:7][CH:8]=[CH:9][CH:10]=2)[CH:5]=[CH:4][C:3]=1[CH2:12][CH2:13][CH2:14][OH:15].[O:16]1[CH:21]=[CH:20][CH2:19][CH2:18][CH2:17]1>C(Cl)Cl>[Br:1][C:2]1[C:11]2[C:6](=[CH:7][CH:8]=[CH:9][CH:10]=2)[CH:5]=[CH:4][C:3]=1[CH2:12][CH2:13][CH2:14][O:15][C:17]1[O:16][CH2:21][CH2:20][CH2:19][CH:18]=1. Reported procedure: A mixture of Example 10A (2.96 g, 11.2 mmol) and 3,4-dihydro-2H-pyran (2.04 mL, 22.4 mmol) in CH2Cl2 and was stirred at 0° C. for 10 minutes and at room temperature for 40 minutes. The reaction mixture was partitioned between CH2Cl2 and water, the organic layer dried (Na2SO4), filtered, concentrated, and purified on silica gel with 10% ethyl acetate/hexanes to provide 3.73 g (95%) of the desired compound as an yellow oil. Reactants: C(=O)([O-])[O-].[Cs+].[Cs+] (Cs2CO3), C(C)(C)(C)OC(=O)ON1C(C(CC2=CC(=CC=C12)OC1=C(C=CC=C1)Cl)NC(OC(C)(C)C)=O)=O (tert-Butyl {1-[(tert-butoxycarbonyl)oxy]-6-(2-chlorophenoxy)-2-oxo-1,2,3,4-tetrahydroquinolin-3-yl}carbamate), C1(=CC=CC=C1)C(=N[C@@H](CC1=CC(=CC=C1[N+](=O)[O-])F)C(=O)OC(C)(C)C)C1=CC=CC=C1 (tert-butyl N-(diphenylmethylene)-3-fluoro-6-nitro-L-phenylalaninate), ClC1=C(C=CC=C1)O (2-chlorophenol). The solvent is CC#N (MeCN). Conditions: temperature 70 celsius. Product: ClC1=C(OC=2C=C(C[C@H](N=C(C3=CC=CC=C3)C3=CC=CC=C3)C(=O)OC(C)(C)C)C(=CC2)[N+](=O)[O-])C=CC=C1 (tert-butyl 3-(2-chlorophenoxy)-N-(diphenylmethylene)-6-nitrophenylalaninate). Reaction SMILES: C(OC(ON1C2C(=CC([O:19][C:20]3[CH:25]=[CH:24][CH:23]=[CH:22][C:21]=3[Cl:26])=CC=2)CC(NC(=O)OC(C)(C)C)C1=O)=O)(C)(C)C.[C:36]1([C:42]([C:63]2[CH:68]=[CH:67][CH:66]=[CH:65][CH:64]=2)=[N:43][C@H:44]([C:56]([O:58][C:59]([CH3:62])([CH3:61])[CH3:60])=[O:57])[CH2:45][C:46]2[C:51]([N+:52]([O-:54])=[O:53])=[CH:50][CH:49]=[C:48](F)[CH:47]=2)[CH:41]=[CH:40][CH:39]=[CH:38][CH:37]=1.ClC1C=CC=CC=1O.C([O-])([O-])=O.[Cs+].[Cs+]>CC#N>[Cl:26][C:21]1[CH:22]=[CH:23][CH:24]=[CH:25][C:20]=1[O:19][C:48]1[CH:47]=[C:46]([C:51]([N+:52]([O-:54])=[O:53])=[CH:50][CH:49]=1)[CH2:45][C@@H:44]([C:56]([O:58][C:59]([CH3:62])([CH3:61])[CH3:60])=[O:57])[N:43]=[C:42]([C:63]1[CH:68]=[CH:67][CH:66]=[CH:65][CH:64]=1)[C:36]1[CH:41]=[CH:40][CH:39]=[CH:38][CH:37]=1 |f:3.4.5|. Procedure: tert-Butyl {1-[(tert-butoxycarbonyl)oxy]-6-(2-chlorophenoxy)-2-oxo-1,2,3,4-tetrahydroquinolin-3-yl}carbamate (83) A mixture of tert-butyl N-(diphenylmethylene)-3-fluoro-6-nitro-L-phenylalaninate (which can be prepared according to the general method described in Example 12) (148 mg, 0.33 mmol), 2-chlorophenol (51 mg, 0.40 mmol), and Cs2CO3 (160 mg, 0.50 mmol) in anhydrous MeCN (5 mL) under N2 was heated to 70° C. for 20 h. The reaction mixture was cooled to RT and concentrated in vacuo. The resu... Starting materials: C[Al](C)C (Trimethylaluminium), C(C)N1CCN(CCC1)C1=NC=C(C=N1)C(=O)OC (methyl 2-(4-ethyl-1,4-diazepan-1-yl)pyrimidine-5-carboxylate), COC=1C=C(C=C(C1)OC)CCC=1C=C(NN1)N (5-[2-(3,5-dimethoxyphenyl)ethyl]-2H-pyrazol-3-amine). Solvent: C1(=CC=CC=C1)C (toluene). Run at temperature 60 celsius, time 18 hour. Product: COC=1C=C(C=C(C1)OC)CCC=1C=C(NN1)NC(=O)C=1C=NC(=NC1)N1CCN(CCC1)CC (N-[5-[2-(3,5-dimethoxyphenyl)ethyl]-2H-pyrazol-3-yl]-2-(4-ethyl-1,4-diazepan-1-yl)pyrimidine-5-carboxamide). Isolated yield 21.7%. As a reaction SMILES: C[Al](C)C.[CH2:5]([N:7]1[CH2:13][CH2:12][CH2:11][N:10]([C:14]2[N:19]=[CH:18][C:17]([C:20]([O:22]C)=O)=[CH:16][N:15]=2)[CH2:9][CH2:8]1)[CH3:6].[CH3:24][O:25][C:26]1[CH:27]=[C:28]([CH2:34][CH2:35][C:36]2[CH:37]=[C:38]([NH2:41])[NH:39][N:40]=2)[CH:29]=[C:30]([O:32][CH3:33])[CH:31]=1>C1(C)C=CC=CC=1>[CH3:33][O:32][C:30]1[CH:29]=[C:28]([CH2:34][CH2:35][C:36]2[CH:37]=[C:38]([NH:41][C:20]([C:17]3[CH:18]=[N:19][C:14]([N:10]4[CH2:11][CH2:12][CH2:13][N:7]([CH2:5][CH3:6])[CH2:8][CH2:9]4)=[N:15][CH:16]=3)=[O:22])[NH:39][N:40]=2)[CH:27]=[C:26]([O:25][CH3:24])[CH:31]=1. Procedure: Trimethylaluminium (1.25 ml, 2.50 mmol) was added dropwise to a stirred suspension of methyl 2-(4-ethyl-1,4-diazepan-1-yl)pyrimidine-5-carboxylate (265 mg, 1.00 mmol) and 5-[2-(3,5-dimethoxyphenyl)ethyl]-2H-pyrazol-3-amine (248 mg, 1.00 mmol) in toluene (5.01 ml) at 25° C. The resulting solution was stirred at 60° C. for 18 h. The cooled reaction mixture was quenched into methanol (50 mL) and treated with HCl (2M aqueous solution, to pH7 or lower) and purified by ion exchange chromatography, usi... Reactants: CO, CC(C)CC(C(=O)NN(CC(C)C)C(=O)C(C)O)C(CC=Cc1ccccc1)C(=O)NOC1CCCCO1, Cc1ccc(S(=O)(=O)O)cc1. The product is CC(C)CC(C(=O)NN(CC(C)C)C(=O)C(C)O)C(CC=Cc1ccccc1)C(=O)NO. RXN SMILES: [CH3:50][OH:51].[O:1]1[CH2:2][CH2:3][CH2:4][CH2:5][CH:6]1[O:7][NH:8][C:9](=[O:10])[CH:11]([CH2:12][CH:13]=[CH:14][c:15]1[cH:16][cH:17][cH:18][cH:19][cH:20]1)[CH:21]([C:22](=[O:23])[NH:24][N:25]([CH2:26][CH:27]([CH3:28])[CH3:29])[C:30]([CH:31]([CH3:32])[OH:33])=[O:34])[CH2:35][CH:36]([CH3:37])[CH3:38].[c:39]1([CH3:40])[cH:41][cH:42][c:43]([S:44]([OH:45])(=[O:46])=[O:47])[cH:48][cH:49]1>>[OH:7][NH:8][C:9](=[O:10])[CH:11]([CH2:12][CH:13]=[CH:14][c:15]1[cH:16][cH:17][cH:18][cH:19][cH:20]1)[CH:21]([C:22](=[O:23])[NH:24][N:25]([CH2:26][CH:27]([CH3:28])[CH3:29])[C:30]([CH:31]([CH3:32])[OH:33])=[O:34])[CH2:35][CH:36]([CH3:37])[CH3:38].